Dataset: the Open Reaction Database (ORD), a public repository of structured organic reaction records. Task: describe an organic reaction: reactants, conditions, products, and yield Reactants: C1CCOC1, CCCCC(c1cccc(-c2ccc(C(F)(F)F)cc2)n1)S(=O)c1ccc(OCC(=O)OCC)c(C)c1, CO, Cl, [Na+], [OH-], O. Yields the product CCCCC(c1cccc(-c2ccc(C(F)(F)F)cc2)n1)S(=O)c1ccc(OCC(=O)O)c(C)c1. Reaction SMILES: [CH2:41]1[O:42][CH2:43][CH2:44][CH2:45]1.[CH3:1][c:2]1[c:3]([O:31][CH2:32][C:33](=[O:34])[O:35][CH2:36][CH3:37])[cH:4][cH:5][c:6]([S:8](=[O:9])[CH:10]([CH2:11][CH2:12][CH2:13][CH3:14])[c:15]2[n:16][c:17](-[c:21]3[cH:22][cH:23][c:24]([C:27]([F:28])([F:29])[F:30])[cH:25][cH:26]3)[cH:18][cH:19][cH:20]2)[cH:7]1.[CH3:46][OH:47].[ClH:40].[Na+:39].[OH-:38].[OH2:48]>>[CH3:1][c:2]1[c:3]([O:31][CH2:32][C:33](=[O:34])[OH:35])[cH:4][cH:5][c:6]([S:8](=[O:9])[CH:10]([CH2:11][CH2:12][CH2:13][CH3:14])[c:15]2[n:16][c:17](-[c:21]3[cH:22][cH:23][c:24]([C:27]([F:28])([F:29])[F:30])[cH:25][cH:26]3)[cH:18][cH:19][cH:20]2)[cH:7]1.